This data is from the Open Reaction Database (ORD), a public repository of structured organic reaction records. The task is: describe an organic reaction: reactants, conditions, products, and yield The reactants are ClC=1C(=CC(=C(C1)C=1N([C@@H]([C@@H](N1)C1=CC=C(C=C1)Cl)C1=CC=C(C=C1)Cl)C(=O)Cl)OCC)C(C)(C)C#N ((4S,5R)-2-[5-Chloro-4-(cyano-dimethyl-methyl)-2-ethoxy-phenyl]-4,5-bis-(4-chloro-phenyl)-4,5-dihydro-imidazole-1-carbonyl chloride), Cl.Cl.COCC(C)NC(CN1CCNCC1)=O (N-(2-methoxy-1-methylethyl)-2-piperazin-1-yl-acetamide dihydrochloride). The product is ClC=1C(=CC(=C(C1)C=1N([C@@H]([C@@H](N1)C1=CC=C(C=C1)Cl)C1=CC=C(C=C1)Cl)C(=O)N1CCN(CC1)CC(=O)NC(COC)C)OCC)C(C)(C)C#N (2-{4-[(4S,5R)-2-[5-Chloro-4-(cyano-dimethyl-methyl)-2-ethoxy-phenyl]-4,5-bis-(4-chloro-phenyl)-4,5-dihydro-imidazole-1-carbonyl]-piperazin-1-yl}-N-(2-methoxy-1-methyl-ethyl)-acetamide). As a reaction SMILES: [Cl:1][C:2]1[C:3]([C:33]([C:36]#[N:37])([CH3:35])[CH3:34])=[CH:4][C:5]([O:30][CH2:31][CH3:32])=[C:6]([C:8]2[N:9]([C:27](Cl)=[O:28])[C@H:10]([C:20]3[CH:25]=[CH:24][C:23]([Cl:26])=[CH:22][CH:21]=3)[C@H:11]([C:13]3[CH:18]=[CH:17][C:16]([Cl:19])=[CH:15][CH:14]=3)[N:12]=2)[CH:7]=1.Cl.Cl.[CH3:40][O:41][CH2:42][CH:43]([NH:45][C:46](=[O:54])[CH2:47][N:48]1[CH2:53][CH2:52][NH:51][CH2:50][CH2:49]1)[CH3:44]>>[Cl:1][C:2]1[C:3]([C:33]([C:36]#[N:37])([CH3:34])[CH3:35])=[CH:4][C:5]([O:30][CH2:31][CH3:32])=[C:6]([C:8]2[N:9]([C:27]([N:51]3[CH2:52][CH2:53][N:48]([CH2:47][C:46]([NH:45][CH:43]([CH3:44])[CH2:42][O:41][CH3:40])=[O:54])[CH2:49][CH2:50]3)=[O:28])[C@H:10]([C:20]3[CH:21]=[CH:22][C:23]([Cl:26])=[CH:24][CH:25]=3)[C@H:11]([C:13]3[CH:14]=[CH:15][C:16]([Cl:19])=[CH:17][CH:18]=3)[N:12]=2)[CH:7]=1 |f:1.2.3|. Procedure: 2-{4-[(4S,5R)-2-[5-Chloro-4-(cyano-dimethyl-methyl)-2-ethoxy-phenyl]-4,5-bis-(4-chloro-phenyl)-4,5-dihydro-imidazole-1-carbonyl]-piperazin-1-yl}-N-(2-methoxy-1-methyl-ethyl)-acetamide was prepared from (4S,5R)-2-[5-Chloro-4-(cyano-dimethyl-methyl)-2-ethoxy-phenyl]-4,5-bis-(4-chloro-phenyl)-4,5-dihydro-imidazole-1-carbonyl chloride (example 12k) and N-(2-methoxy-1-methylethyl)-2-piperazin-1-yl-acetamide (example 15) in an analogous manner as described in example 25. LR-MS: 753.4 [(M+H)+] Reactants: C([O-])([O-])=O.[Li+].[Li+] (lithium carbonate), FC=1C=C(C(C#N)=CC1)C#N (4-fluorophthalonitrile), OC(C)(C)[C@@H]1[C@@H](NCC1)C ((2S,3S)-3-(1-hydroxy-1-methylethyl)-2-methylpyrrolidine). The product is OC(C)(C)[C@@H]1[C@@H](N(CC1)C=1C=C(C(C#N)=CC1)C#N)C (4-[(2S,3S)-3-(1-hydroxy-1-methylethyl)-2-methylpyrrolidin-1-yl]phthalonitrile), solid. As a reaction SMILES: F[C:2]1[CH:3]=[C:4]([C:10]#[N:11])[C:5](=[CH:8][CH:9]=1)[C:6]#[N:7].[OH:12][C:13]([C@H:16]1[CH2:20][CH2:19][NH:18][C@H:17]1[CH3:21])([CH3:15])[CH3:14].C(=O)([O-])[O-].[Li+].[Li+]>>[OH:12][C:13]([C@H:16]1[CH2:20][CH2:19][N:18]([C:2]2[CH:3]=[C:4]([C:10]#[N:11])[C:5](=[CH:8][CH:9]=2)[C:6]#[N:7])[C@H:17]1[CH3:21])([CH3:15])[CH3:14] |f:2.3.4|. Procedure details: Using 4-fluorophthalonitrile (500 mg), (2S,3S)-3-(1-hydroxy-1-methylethyl)-2-methylpyrrolidine 1/2 oxalate (870 mg) and lithium carbonate (341 mg), the title compound was obtained as a yellow solid (yield: 42 mg) by an operation similar to that in Example 3. Starting materials: Cl[Si](C)(C)C (chlorotrimethylsilane), [Li]C (MeLi), CCOCC (ether), C(C)(C)C1=CC2=C(N=C(S2)N[C@@H](CC2=CC=CC=C2)C(=O)O)C=C1 (N-(6-isopropylbenzothiazol-2-yl)phenylalanine). Solvent: C1CCOC1 (THF). Product: C(C)(C)C1=CC2=C(N=C(S2)NC(C(C)=O)CC2=CC=CC=C2)C=C1 (3-[(6-Isopropylbenzothiazol-2-yl)amino]-4-phenylbutan-2-one). The yield is 37.3%. RXN SMILES: [CH:1]([C:4]1[CH:24]=[CH:23][C:7]2[N:8]=[C:9]([NH:11][C@H:12]([C:20](O)=[O:21])[CH2:13][C:14]3[CH:19]=[CH:18][CH:17]=[CH:16][CH:15]=3)[S:10][C:6]=2[CH:5]=1)([CH3:3])[CH3:2].[Li]C.[CH3:27]COCC.Cl[Si](C)(C)C>C1COCC1>[CH:1]([C:4]1[CH:24]=[CH:23][C:7]2[N:8]=[C:9]([NH:11][CH:12]([CH2:13][C:14]3[CH:15]=[CH:16][CH:17]=[CH:18][CH:19]=3)[C:20](=[O:21])[CH3:27])[S:10][C:6]=2[CH:5]=1)([CH3:3])[CH3:2]. Procedure: A solution of 2 g N-(6-isopropylbenzothiazol-2-yl)phenylalanine (5.9 mmol) in 60 mL THF was cooled on an ice-salt bath to -5° C., under nitrogen. A solution of 1.4N MeLi in ether (26 mL, 36.4mmol) was added via syringe over about one minute. After two hours 10 mL chlorotrimethylsilane (78 mmol) was added rapidly and the reaction warmed up to room temperature. The reaction was quenched with 1N HCl and the product extracted into ether, dried (Na2SO4) and concentrated. The product was purified by f... The reactants are CCCC[N+](CCCC)(CCCC)CCCC, C=Cc1cncc(C)c1, [Cl-], CN1CCc2[nH]c3ccc(Cl)cc3c2CC1, [Na+], [OH-]. Product: Cc1cncc(CCn2c3c(c4cc(Cl)ccc42)CCN(C)CC3)c1. RXN SMILES: [CH2:29]([N+:30]([CH2:31][CH2:32][CH2:33][CH3:34])([CH2:35][CH2:36][CH2:37][CH3:38])[CH2:39][CH2:40][CH2:41][CH3:42])[CH2:43][CH2:44][CH3:45].[CH3:17][c:18]1[cH:19][n:20][cH:21][c:22]([CH:24]=[CH2:25])[cH:23]1.[Cl-:28].[Cl:1][c:2]1[cH:3][c:4]2[c:5]3[c:6]([nH:7][c:8]2[cH:9][cH:10]1)[CH2:11][CH2:12][N:13]([CH3:16])[CH2:14][CH2:15]3.[Na+:27].[OH-:26]>>[Cl:1][c:2]1[cH:3][c:4]2[c:5]3[c:6]([n:7]([CH2:25][CH2:24][c:22]4[cH:21][n:20][cH:19][c:18]([CH3:17])[cH:23]4)[c:8]2[cH:9][cH:10]1)[CH2:11][CH2:12][N:13]([CH3:16])[CH2:14][CH2:15]3. Yields the product O=S(=O)(c1ccc(C=Cc2ccc(F)cc2)cc1)c1ccccc1C(O)CO. Starting materials: [BH4-], CO, ClCCl, O=C(CO)c1ccccc1S(=O)(=O)c1ccc(C=Cc2ccc(F)cc2)cc1, [Na+]. Reaction SMILES: [BH4-:29].[CH3:31][OH:32].[Cl:33][CH2:34][Cl:35].[F:1][c:2]1[cH:3][cH:4][c:5]([CH:8]=[CH:9][c:10]2[cH:11][cH:12][c:13]([S:16](=[O:17])(=[O:18])[c:19]3[c:20]([C:25]([CH2:26][OH:27])=[O:28])[cH:21][cH:22][cH:23][cH:24]3)[cH:14][cH:15]2)[cH:6][cH:7]1.[Na+:30]>>[F:1][c:2]1[cH:3][cH:4][c:5]([CH:8]=[CH:9][c:10]2[cH:11][cH:12][c:13]([S:16](=[O:17])(=[O:18])[c:19]3[c:20]([CH:25]([CH2:26][OH:27])[OH:28])[cH:21][cH:22][cH:23][cH:24]3)[cH:14][cH:15]2)[cH:6][cH:7]1.